Dataset: the Open Reaction Database (ORD), a public repository of structured organic reaction records. Task: describe an organic reaction: reactants, conditions, products, and yield The reactants are C(C)(C)(C)OC(NC1=C(C=CC(=C1)F)N)=O ((2-amino-5-fluoro-phenyl)-carbamic acid tert-butyl ester), Cl (HCl), ClC=1C=C(C=CC1)CC(=O)O ((3-chloro-phenyl)-acetic acid), C1(CCCCC1)[N+]#[C-] (cyclohexyl isocyanide), C1(CCCCC1)C=O (cyclohexanecarbaldehyde). The solvent is O1CCOCC1 (dioxane), CO (methanol). Conditions: time 30 minute. Product: ClC=1C=C(CC2=NC3=C(N2C(C(=O)NC2CCCCC2)C2CCCCC2)C=CC(=C3)F)C=CC1 (2-[2-(3-Chloro-benzyl)-5-fluoro-benzoimidazol-1-yl]-2,N-dicyclohexyl-acetamide). Isolated yield 3.0%. Reaction SMILES: C(O[C:6](=O)[NH:7][C:8]1[CH:13]=[C:12]([F:14])[CH:11]=[CH:10][C:9]=1[NH2:15])(C)(C)C.[CH:17]1([CH:23]=O)[CH2:22][CH2:21][CH2:20][CH2:19][CH2:18]1.Cl[C:26]1[CH:27]=[C:28]([CH2:32][C:33]([OH:35])=O)[CH:29]=[CH:30][CH:31]=1.[CH:36]1([N+:42]#[C-])[CH2:41][CH2:40][CH2:39][CH2:38][CH2:37]1.[ClH:44]>CO.O1CCOCC1>[Cl:44][C:21]1[CH:22]=[C:17]([CH:18]=[CH:19][CH:20]=1)[CH2:23][C:6]1[N:15]([CH:32]([CH:28]2[CH2:27][CH2:26][CH2:31][CH2:30][CH2:29]2)[C:33]([NH:42][CH:36]2[CH2:41][CH2:40][CH2:39][CH2:38][CH2:37]2)=[O:35])[C:9]2[CH:10]=[CH:11][C:12]([F:14])=[CH:13][C:8]=2[N:7]=1. Reported procedure: To a solution of (2-amino-5-fluoro-phenyl)-carbamic acid tert-butyl ester (33.94 mg, 0.15 mmol, 1.0 equiv; prepared as described in M. J. Bamford, M. J. Alberti, N. Bailey, S. Davies, D. K. Dean, A. Gaiba, S. Garland, J. D. Harling, D. K. Jung, T. A. Panchal, C. A. Parr, J. G. Steadman, A. K. Takle, J. T. Townsend, D. M. Wilson, J. Witherington Bioorg. Med. Chem. Lett. 2005, 15, 3402-3406) in methanol (2.0 mL) was added cyclohexanecarbaldehyde (25.80 mg, 27.08 μL, 0.23 mmol, 1.5 equiv; [2043-61-...